This data is from the Open Reaction Database (ORD), a public repository of structured organic reaction records. The task is: describe an organic reaction: reactants, conditions, products, and yield The reactants are C(C)N1C(CC2=CC=CC=C12)=O (N-ethyloxindole), C1(CCCC1)C(=O)Cl (cyclopentanecarbonyl chloride). Yields the product C1(CCCC1)C(=O)C=1C=C2CC(N(C2=CC1)CC)=O (5-Cyclopentanecarbonyl-1-ethyl-2,3-dihydro-indol-2-one). As a reaction SMILES: [CH2:1]([N:3]1[C:11]2[C:6](=[CH:7][CH:8]=[CH:9][CH:10]=2)[CH2:5][C:4]1=[O:12])[CH3:2].[CH:13]1([C:18](Cl)=[O:19])[CH2:17][CH2:16][CH2:15][CH2:14]1>>[CH:13]1([C:18]([C:8]2[CH:7]=[C:6]3[C:11](=[CH:10][CH:9]=2)[N:3]([CH2:1][CH3:2])[C:4](=[O:12])[CH2:5]3)=[O:19])[CH2:17][CH2:16][CH2:15][CH2:14]1. Reported procedure: Prepared from readily available starting materials (N-ethyloxindole and cyclopentanecarbonyl chloride) in a manner analogous to that set forth in Preparation 18. Starting materials: COC(=O)N1CC[C@@H]2[C@](CCC[C@H]12)(C#CC=1C=C(C=CC1)C)O ((3aS,4R,7aS)-4-hydroxy-4-m-tolylethynyl-octahydro-indole-1-carboxylic acid methyl ester), N1(CCCC1)CCC(=O)O (3-Pyrrolidin-1-yl-propionic acid), C1(CCCCC1)N=C=NC1CCCCC1 (dicyclohexylcarbodiimide). Reagents/catalysts: CN(C1=CC=NC=C1)C (4-dimethylaminopyridine). Run in ClCCl (dichloromethane). Reaction conditions: temperature 22 celsius, time 50 hour. Yields the product COC(=O)N1CC[C@H]2[C@@](CCC[C@@H]12)(C#CC=1C=C(C=CC1)C)OC(CCN1CCCC1)=O ((3aR,4S,7aR)-4-(3-pyrrolidin-1-yl-propionyloxy)-4-m-tolylethynyl-octahydro-indole-1-carboxylic acid methyl ester). Yield: 35.0%. Reaction SMILES: [N:1]1([CH2:6][CH2:7][C:8]([OH:10])=[O:9])[CH2:5][CH2:4][CH2:3][CH2:2]1.C1(N=C=NC2CCCCC2)CCCCC1.[CH3:26][O:27][C:28]([N:30]1[C@@H:38]2[C@@H:33]([C@@:34](O)([C:39]#[C:40][C:41]3[CH:42]=[C:43]([CH3:47])[CH:44]=[CH:45][CH:46]=3)[CH2:35][CH2:36][CH2:37]2)[CH2:32][CH2:31]1)=[O:29]>ClCCl.CN(C)C1C=CN=CC=1>[CH3:26][O:27][C:28]([N:30]1[C@H:38]2[C@H:33]([C@:34]([O:9][C:8](=[O:10])[CH2:7][CH2:6][N:1]3[CH2:5][CH2:4][CH2:3][CH2:2]3)([C:39]#[C:40][C:41]3[CH:42]=[C:43]([CH3:47])[CH:44]=[CH:45][CH:46]=3)[CH2:35][CH2:36][CH2:37]2)[CH2:32][CH2:31]1)=[O:29]. Reported procedure: 3-Pyrrolidin-1-yl-propionic acid (143 mg, 1.0 mmol) and dicyclohexylcarbodiimide (247 mg, 1.2 mmol) were dissolved in dichloromethane (5 mL). Subsequently, 4-dimethylaminopyridine (97 mg, 0.8 mmol) and (3aS,4R,7aS)-4-hydroxy-4-m-tolylethynyl-octahydro-indole-1-carboxylic acid methyl ester (250 mg, 0.8 mmol) were added. The resulting suspension was stirred at room temperature (22° C.) for 50 h. The precipitation was then removed by filtration and the clear filtrate was subjected to silica gel fla...